Dataset: the Open Reaction Database (ORD), a public repository of structured organic reaction records. Task: describe an organic reaction: reactants, conditions, products, and yield Reactants: CN(C(=O)C1=CC2=NC=CC(=C2S1)Cl)CC1=NC=CC=C1 (7-chloro-thieno[3,2-b]pyridine-2-carboxylic acid methyl-pyridin-2-ylmethyl-amide), CC=1NC2=CC=C(C=C2C1)N (2-methyl-1H-indol-5-ylamine). The product is CN(C(=O)C1=CC2=NC=CC(=C2S1)NC=1C=C2C=C(NC2=CC1)C)CC1=NC=CC=C1 (7-(2-Methyl-1H-indol-5-ylamino)-thieno[3,2-b]pyridine-2-carboxylic acid methyl-pyridin-2-ylmethyl-amide). Reaction SMILES: [CH3:1][N:2]([CH2:15][C:16]1[CH:21]=[CH:20][CH:19]=[CH:18][N:17]=1)[C:3]([C:5]1[S:13][C:12]2[C:7](=[N:8][CH:9]=[CH:10][C:11]=2Cl)[CH:6]=1)=[O:4].[CH3:22][C:23]1[NH:24][C:25]2[C:30]([CH:31]=1)=[CH:29][C:28]([NH2:32])=[CH:27][CH:26]=2>>[CH3:1][N:2]([CH2:15][C:16]1[CH:21]=[CH:20][CH:19]=[CH:18][N:17]=1)[C:3]([C:5]1[S:13][C:12]2[C:7](=[N:8][CH:9]=[CH:10][C:11]=2[NH:32][C:28]2[CH:29]=[C:30]3[C:25](=[CH:26][CH:27]=2)[NH:24][C:23]([CH3:22])=[CH:31]3)[CH:6]=1)=[O:4]. Procedure details: The title compound was prepared from 7-chloro-thieno[3,2-b]pyridine-2-carboxylic acid methyl-pyridin-2-ylmethyl-amide and 2-methyl-1H-indol-5-ylamine by a procedure analogous to Example 1C. MS: 428 (MH+); HPLC Rf: 4.30 min.; HPLC purity: 97%.